From a dataset of the Open Reaction Database (ORD), a public repository of structured organic reaction records. describe an organic reaction: reactants, conditions, products, and yield Reactants: CC(C)(C)OC(=O)NC1CCC(CC=O)CC1, O=C(c1ccc(Cl)s1)C1CCNCC1, Cl. The product is CC(C)(C)OC(=O)NC1CCC(CCN2CCC(C(=O)c3ccc(Cl)s3)CC2)CC1. RXN SMILES: [C:16]([CH3:17])([CH3:18])([CH3:19])[O:20][C:21]([NH:22][CH:23]1[CH2:24][CH2:25][CH:26]([CH2:29][CH:30]=[O:31])[CH2:27][CH2:28]1)=[O:32].[Cl:2][c:3]1[cH:4][cH:5][c:6]([C:8](=[O:9])[CH:10]2[CH2:11][CH2:12][NH:13][CH2:14][CH2:15]2)[s:7]1.[ClH:1]>>[Cl:2][c:3]1[cH:4][cH:5][c:6]([C:8](=[O:9])[CH:10]2[CH2:11][CH2:12][N:13]([CH2:30][CH2:29][CH:26]3[CH2:25][CH2:24][CH:23]([NH:22][C:21]([O:20][C:16]([CH3:17])([CH3:18])[CH3:19])=[O:32])[CH2:28][CH2:27]3)[CH2:14][CH2:15]2)[s:7]1.